describe an organic reaction: reactants, conditions, products, and yield From a dataset of the Open Reaction Database (ORD), a public repository of structured organic reaction records. The reactants are O=C(Cl)OCC(Cl)(Cl)Cl, Nc1ccc(Cl)nc1, C1CCOC1, O, c1ccncc1. The product is O=C(Nc1ccc(Cl)nc1)OCC(Cl)(Cl)Cl. As a reaction SMILES: [Cl:15][C:16](=[O:17])[O:18][CH2:19][C:20]([Cl:21])([Cl:22])[Cl:23].[Cl:1][c:2]1[cH:3][cH:4][c:5]([NH2:8])[cH:6][n:7]1.[O:25]1[CH2:26][CH2:27][CH2:28][CH2:29]1.[OH2:24].[cH:9]1[cH:10][cH:11][n:12][cH:13][cH:14]1>>[Cl:1][c:2]1[cH:3][cH:4][c:5]([NH:8][C:16](=[O:17])[O:18][CH2:19][C:20]([Cl:21])([Cl:22])[Cl:23])[cH:6][n:7]1.